Dataset: the Open Reaction Database (ORD), a public repository of structured organic reaction records. Task: describe an organic reaction: reactants, conditions, products, and yield The reactants are C(CCC)[Li] (butyl lithium), C(C)C(CCC#C)(CC)OCOC (5-ethyl-5-methoxymethoxy-1-heptyne), [Cl-].[NH4+] (ammonium chloride), C(C1=CC=CC=C1)(=O)OC1C2CCC(C2(CCC1)C)C(C)=O (4-benzoyloxy-7a-methyl-2,3,3a,4,5,6,7,7a-octahydroinden-1-yl-ethanone). Solvent: CCCCCC (hexane), O1CCCC1 (tetrahydrofuran), O1CCCC1 (tetrahydrofuran). Run at temperature 0 celsius, time 30 minute. The product is C(C1=CC=CC=C1)(=O)OC1C2CCC(C2(CCC1)C)C(C)(C#CCCC(CC)(OCOC)CC)O (2-(4-benzoyloxy-7a-methyl-2,3,3a,4,5,6,7,7a-octahydroinden-1-yl)-7-ethyl-7-methoxymethoxy-3-nonyn-2-ol). The yield is 53.7%. RXN SMILES: C([Li])CCC.[CH2:6]([C:8]([O:15][CH2:16][O:17][CH3:18])([CH2:13][CH3:14])[CH2:9][CH2:10][C:11]#[CH:12])[CH3:7].[C:19]([O:27][CH:28]1[CH2:36][CH2:35][CH2:34][C:33]2([CH3:37])[CH:29]1[CH2:30][CH2:31][CH:32]2[C:38](=[O:40])[CH3:39])(=[O:26])[C:20]1[CH:25]=[CH:24][CH:23]=[CH:22][CH:21]=1.[Cl-].[NH4+]>O1CCCC1.CCCCCC>[C:19]([O:27][CH:28]1[CH2:36][CH2:35][CH2:34][C:33]2([CH3:37])[CH:29]1[CH2:30][CH2:31][CH:32]2[C:38]([OH:40])([C:12]#[C:11][CH2:10][CH2:9][C:8]([CH2:13][CH3:14])([O:15][CH2:16][O:17][CH3:18])[CH2:6][CH3:7])[CH3:39])(=[O:26])[C:20]1[CH:21]=[CH:22][CH:23]=[CH:24][CH:25]=1 |f:3.4|. Procedure details: 0.32 ml of 1.6M hexane solution of butyl lithium was dropwise added to a solution of 120 mg of 5-ethyl-5-methoxymethoxy-1-heptyne dissolved in 4 ml of tetrahydrofuran, at -78° C. in a nitrogen atmosphere. The reaction mixture was stirred at the same temperature for 30 minutes. Thereto was dropwise added a solution of 112 mg of 4-benzoyloxy-7a-methyl-2,3,3a,4,5,6,7,7a-octahydroinden-1-yl-ethanone dissolved in 3 ml of tetrahydrofuran. The reaction mixture was warmed to 0° C. and mixed with an aque... Starting materials: COC(OC)C1(C)Oc2ccc(Br)cc2C2OC21, Cn1nnc(CNc2ccc(Cl)cc2)n1. Yields the product COC(OC)C1(C)Oc2ccc(Br)cc2C(N(Cc2nnn(C)n2)c2ccc(Cl)cc2)C1O. Reaction SMILES: [Br:1][c:2]1[cH:3][cH:4][c:5]2[c:6]([cH:18]1)[CH:7]1[CH:8]([C:9]([CH:11]([O:12][CH3:13])[O:14][CH3:15])([CH3:16])[O:10]2)[O:17]1.[Cl:19][c:20]1[cH:21][cH:22][c:23]([NH:26][CH2:27][c:28]2[n:29][n:30][n:31]([CH3:33])[n:32]2)[cH:24][cH:25]1>>[Br:1][c:2]1[cH:3][cH:4][c:5]2[c:6]([cH:18]1)[CH:7]([N:26]([c:23]1[cH:22][cH:21][c:20]([Cl:19])[cH:25][cH:24]1)[CH2:27][c:28]1[n:29][n:30][n:31]([CH3:33])[n:32]1)[CH:8]([OH:17])[C:9]([CH:11]([O:12][CH3:13])[O:14][CH3:15])([CH3:16])[O:10]2. Reactants: C(C)(C)(C)OC(=O)N1CCC(CC1)(C1=CC=CC=C1)C(=O)O (1-tert-butoxycarbonyl-4-carboxy-4-phenylpiperidine), CO (methanol), (trimethylsilyl)diazomehane-diethyl ether, C(O)([O-])=O.[Na+] (sodium hydrogencarbonate). The solvent is O1CCCC1 (tetrahydrofuran). Reaction conditions: time 3 hour. The product is C(C)(C)(C)OC(=O)N1CCC(CC1)(C1=CC=CC=C1)C(=O)OC (1-tert-butoxycarbonyl-4-methoxycarbonyl-4-phenylpiperidine). Isolated yield 82.0%. Reaction SMILES: [C:1]([O:5][C:6]([N:8]1[CH2:13][CH2:12][C:11]([C:20]([OH:22])=[O:21])([C:14]2[CH:19]=[CH:18][CH:17]=[CH:16][CH:15]=2)[CH2:10][CH2:9]1)=[O:7])([CH3:4])([CH3:3])[CH3:2].CO.[C:25](=O)([O-])O.[Na+]>O1CCCC1>[C:1]([O:5][C:6]([N:8]1[CH2:9][CH2:10][C:11]([C:20]([O:22][CH3:25])=[O:21])([C:14]2[CH:19]=[CH:18][CH:17]=[CH:16][CH:15]=2)[CH2:12][CH2:13]1)=[O:7])([CH3:4])([CH3:2])[CH3:3] |f:2.3|. Procedure details: To a solution of 1-tert-butoxycarbonyl-4-carboxy-4-phenylpiperidine (1.53 g) in tetrahydrofuran (2 mL)-methanol (2 mL) was added dropwise 2N (trimethylsilyl)diazomehane-diethyl ether solution (8.8 mL) at room temperature and the mixture was stirred at the same temperature for 3 hours. To the reaction mixture was added an aqueous saturated sodium hydrogencarbonate solution and the mixture was stirred and extracted with chloroform. The extract was dried over magnesium sulfate and filtered. The fil...